From a dataset of the Open Reaction Database (ORD), a public repository of structured organic reaction records. describe an organic reaction: reactants, conditions, products, and yield The reactants are O=[N+]([O-])c1ccc(F)c(F)c1, [H-], O=C1CCCN1, [Na+], CN(C)C=O. The product is O=C1CCCN1c1ccc([N+](=O)[O-])cc1F. RXN SMILES: [F:9][c:10]1[cH:11][c:12]([N+:17](=[O:18])[O-:19])[cH:13][cH:14][c:15]1[F:16].[H-:8].[NH:1]1[C:2](=[O:6])[CH2:3][CH2:4][CH2:5]1.[Na+:7].[O:20]=[CH:21][N:22]([CH3:23])[CH3:24]>>[N:1]1([c:15]2[c:10]([F:9])[cH:11][c:12]([N+:17](=[O:18])[O-:19])[cH:13][cH:14]2)[C:2](=[O:6])[CH2:3][CH2:4][CH2:5]1. Starting materials: COCCCNC1=C(C=CC=C1)N (N-(3-methoxypropyl)-o-phenylenediamine), C(CC(=O)Cl)(=O)Cl (malonyl dichloride). Run in ClC1=C(C=CC=C1)Cl (o-dichlorobenzene), ClC1=C(C=CC=C1)Cl (o-dichlorobenzene). Run at temperature 130 celsius, time 1.6 hour. Yields the product COCCCN1C(CC(NC2=C1C=CC=C2)=O)=O (5-(3-methoxypropyl)-1H-[1,5]benzodiazepine-2,4(3H,5H)-dione). RXN SMILES: [C:1](Cl)(=[O:6])[CH2:2][C:3](Cl)=[O:4].[CH3:8][O:9][CH2:10][CH2:11][CH2:12][NH:13][C:14]1[CH:19]=[CH:18][CH:17]=[CH:16][C:15]=1[NH2:20]>ClC1C=CC=CC=1Cl>[CH3:8][O:9][CH2:10][CH2:11][CH2:12][N:13]1[C:14]2[CH:19]=[CH:18][CH:17]=[CH:16][C:15]=2[NH:20][C:3](=[O:4])[CH2:2][C:1]1=[O:6]. Procedure: To a stirred mixture of 8 ml of malonyl dichloride and 90 ml of o-dichlorobenzene at 60° C., a solution containing 12.7 g of N-(3-methoxypropyl)-o-phenylenediamine in 10 ml of o-dichlorobenzene is added for 32 minutes in several times. The resulting mixture is stirred at 130° C. for 1.6 hours and then subjected to filtration during hot. The filtrate is concentrated and purified by silica gel column chromatography (ethyl acetate). n-hexane is added and precipitated crystals are separated by filtr... The reactants are C(CCCCCCCCCCCC)(=O)OC (methyl tridecanoate), C(CCCCCCCCCCCC)(=O)OC (methyl n-tridecanoate), [OH-].[Na+] (sodium hydroxide). The solvent is O (water). The product is C(CCCCCCCCCCCC)(=O)[O-].[Na+] (sodium tridecanoate). Reaction SMILES: [C:1]([O:15]C)(=[O:14])[CH2:2][CH2:3][CH2:4][CH2:5][CH2:6][CH2:7][CH2:8][CH2:9][CH2:10][CH2:11][CH2:12][CH3:13].[OH-].[Na+:18]>O>[C:1]([O-:15])(=[O:14])[CH2:2][CH2:3][CH2:4][CH2:5][CH2:6][CH2:7][CH2:8][CH2:9][CH2:10][CH2:11][CH2:12][CH3:13].[Na+:18] |f:1.2,4.5|. Procedure: A mixture of methyl tridecanoate isomers, 95% pure and containing 65% methyl n-tridecanoate, was subjected to partial hydrolysis under basic conditions. A 10 ml amount of the isomer mixture was placed with 10 ml water in a flask equipped with a reflux condenser, along with 0.15 gram sodium hydroxide. The mixture was heated to reflux with stirring. After forty minutes, a sample was taken from the organic phase and a sodium tridecanoate white crystalline solid formed therein upon cooling. The samp... Reactants: Cc1ccc([N+](=O)[O-])cc1Br, O=C([O-])[O-], CC(=O)[O-], CC(=O)[O-], CC(C)=O, [K+], [K+], O, OB(O)c1ccccc1, [Pd+2]. Product: Cc1ccc([N+](=O)[O-])cc1-c1ccccc1. Reaction SMILES: [Br:5][c:6]1[c:7]([CH3:15])[cH:8][cH:9][c:10]([N+:12](=[O:13])[O-:14])[cH:11]1.[C:25](=[O:26])([O-:27])[O-:28].[C:31]([O-:32])(=[O:33])[CH3:34].[C:36]([O-:37])(=[O:38])[CH3:39].[CH3:1][C:2](=[O:3])[CH3:4].[K+:29].[K+:30].[OH2:40].[OH:16][B:17]([OH:18])[c:19]1[cH:20][cH:21][cH:22][cH:23][cH:24]1.[Pd+2:35]>>[c:6]1(-[c:19]2[cH:20][cH:21][cH:22][cH:23][cH:24]2)[c:7]([CH3:15])[cH:8][cH:9][c:10]([N+:12](=[O:13])[O-:14])[cH:11]1. Reactants: C1CCOC1, CN1CCNCC1, CCOC(C)=O, O=C1Nc2ccccc2C1=CNc1ccc(OCCCI)cc1. The product is CN1CCN(CCCOc2ccc(NC=C3C(=O)Nc4ccccc43)cc2)CC1. Reaction SMILES: [CH2:37]1[O:38][CH2:39][CH2:40][CH2:41]1.[CH3:24][N:25]1[CH2:26][CH2:27][NH:28][CH2:29][CH2:30]1.[CH3:31][CH2:32][O:33][C:34]([CH3:35])=[O:36].[I:1][CH2:2][CH2:3][CH2:4][O:5][c:6]1[cH:7][cH:8][c:9]([NH:12][CH:13]=[C:14]2[C:15](=[O:23])[NH:16][c:17]3[cH:18][cH:19][cH:20][cH:21][c:22]32)[cH:10][cH:11]1>>[CH2:2]([CH2:3][CH2:4][O:5][c:6]1[cH:7][cH:8][c:9]([NH:12][CH:13]=[C:14]2[C:15](=[O:23])[NH:16][c:17]3[cH:18][cH:19][cH:20][cH:21][c:22]32)[cH:10][cH:11]1)[N:28]1[CH2:27][CH2:26][N:25]([CH3:24])[CH2:30][CH2:29]1. Starting materials: FC(COC1=CC=C(C=C1)OCC(F)(F)F)(F)F (1,4-bis(2,2,2-trifluoroethoxy)benzene), FC(C(=O)O)(F)F (trifluoroacetic acid), [N+](=O)(O)[O-] (nitric acid). Reaction conditions: time 24 hour. The product is FC(COC1=C(C=C(C=C1)OCC(F)(F)F)[N+](=O)[O-])(F)F (2,5-bis(2,2,2-trifluoroethoxy)nitrobenzene). As a reaction SMILES: [F:1][C:2]([F:18])([F:17])[CH2:3][O:4][C:5]1[CH:10]=[CH:9][C:8]([O:11][CH2:12][C:13]([F:16])([F:15])[F:14])=[CH:7][CH:6]=1.FC(F)(F)C(O)=O.[N+:26]([O-])([OH:28])=[O:27]>>[F:1][C:2]([F:17])([F:18])[CH2:3][O:4][C:5]1[CH:6]=[CH:7][C:8]([O:11][CH2:12][C:13]([F:16])([F:15])[F:14])=[CH:9][C:10]=1[N+:26]([O-:28])=[O:27]. Procedure: To 58.1 g. (0.212 mole) of 1,4-bis(2,2,2-trifluoroethoxy)benzene in 400 ml. of trifluoroacetic acid is added dropwise with stirring 13.7 ml. of concentrated nitric acid over 3.5 hours at 25± 2° C. Stirring is continued for 24 hours, then the mixture is concentrated to one-third the original volume. The concentrate is poured into 600 ml. of water, and the resulting solution is extracted twice with diethyl ether. The ether solution is washed thrice with saturated sodium chloride solution, then wit... The reactants are COc1ccc(-c2cnc(NC(=O)Cc3ccccc3)c(Cc3ccccc3)n2)cc1, COc1ccc(P2(=S)SP(=S)(c3ccc(OC)cc3)S2)cc1, Cc1ccccc1. The product is COc1ccc(-c2cnc(NC(=S)Cc3ccccc3)c(Cc3ccccc3)n2)cc1. RXN SMILES: [CH2:1]([c:2]1[cH:3][cH:4][cH:5][cH:6][cH:7]1)[c:8]1[c:9]([NH:22][C:23]([CH2:24][c:25]2[cH:26][cH:27][cH:28][cH:29][cH:30]2)=[O:31])[n:10][cH:11][c:12](-[c:14]2[cH:15][cH:16][c:17]([O:20][CH3:21])[cH:18][cH:19]2)[n:13]1.[CH3:32][O:33][c:34]1[cH:35][cH:36][c:37]([P:38]2(=[S:41])[S:39][P:40]([c:42]3[cH:43][cH:44][c:45]([O:46][CH3:47])[cH:48][cH:49]3)(=[S:50])[S:51]2)[cH:52][cH:53]1.[CH3:54][c:55]1[cH:56][cH:57][cH:58][cH:59][cH:60]1>>[CH2:1]([c:2]1[cH:3][cH:4][cH:5][cH:6][cH:7]1)[c:8]1[c:9]([NH:22][C:23]([CH2:24][c:25]2[cH:26][cH:27][cH:28][cH:29][cH:30]2)=[S:41])[n:10][cH:11][c:12](-[c:14]2[cH:15][cH:16][c:17]([O:20][CH3:21])[cH:18][cH:19]2)[n:13]1.